Dataset: the Open Reaction Database (ORD), a public repository of structured organic reaction records. Task: describe an organic reaction: reactants, conditions, products, and yield Starting materials: ClCCl, O=C(O)COCc1ccccc1, CCN=C=NCCCN(C)C, CCN(CC)CCNC(=O)c1ccc(N)cc1OC, O. The product is CCN(CC)CCNC(=O)c1ccc(NC(=O)COCc2ccccc2)cc1OC. As a reaction SMILES: [CH2:13]([Cl:14])[Cl:15].[CH2:1]([c:2]1[cH:3][cH:4][cH:5][cH:6][cH:7]1)[O:8][CH2:9][C:10](=[O:11])[OH:12].[CH3:16][N:17]([CH3:18])[CH2:19][CH2:20][CH2:21][N:22]=[C:23]=[N:24][CH2:25][CH3:26].[NH2:27][c:28]1[cH:29][c:30]([O:44][CH3:45])[c:31]([C:32](=[O:33])[NH:34][CH2:35][CH2:36][N:37]([CH2:38][CH3:39])[CH2:40][CH3:41])[cH:42][cH:43]1.[OH2:46]>>[CH2:1]([c:2]1[cH:3][cH:4][cH:5][cH:6][cH:7]1)[O:8][CH2:9][C:10](=[O:12])[NH:27][c:28]1[cH:29][c:30]([O:44][CH3:45])[c:31]([C:32](=[O:33])[NH:34][CH2:35][CH2:36][N:37]([CH2:38][CH3:39])[CH2:40][CH3:41])[cH:42][cH:43]1.